This data is from the Open Reaction Database (ORD), a public repository of structured organic reaction records. The task is: describe an organic reaction: reactants, conditions, products, and yield Starting materials: CC(=O)N1c2ccc(NC(=O)c3ccccc3O)cc2C(C)(c2ccccc2)CC1(C)C, COC(=O)CCC(=O)Cl, CCN(C(C)C)C(C)C, C1CCOC1. Yields the product COC(=O)CCC(=O)Oc1ccccc1C(=O)Nc1ccc2c(c1)C(C)(c1ccccc1)CC(C)(C)N2C(C)=O. RXN SMILES: [C:1]([CH3:2])(=[O:3])[N:4]1[C:5]([CH3:31])([CH3:32])[CH2:6][C:7]([CH3:24])([c:25]2[cH:26][cH:27][cH:28][cH:29][cH:30]2)[c:8]2[cH:9][c:10]([NH:14][C:15]([c:16]3[c:17]([OH:22])[cH:18][cH:19][cH:20][cH:21]3)=[O:23])[cH:11][cH:12][c:13]21.[C:33](=[O:34])([O:35][CH3:36])[CH2:37][CH2:38][C:39](=[O:40])[Cl:41].[CH:42]([N:43]([CH2:44][CH3:45])[CH:46]([CH3:47])[CH3:48])([CH3:49])[CH3:50].[O:51]1[CH2:52][CH2:53][CH2:54][CH2:55]1>>[C:1]([CH3:2])(=[O:3])[N:4]1[C:5]([CH3:31])([CH3:32])[CH2:6][C:7]([CH3:24])([c:25]2[cH:26][cH:27][cH:28][cH:29][cH:30]2)[c:8]2[cH:9][c:10]([NH:14][C:15]([c:16]3[c:17]([O:22][C:39]([CH2:38][CH2:37][C:33](=[O:34])[O:35][CH3:36])=[O:40])[cH:18][cH:19][cH:20][cH:21]3)=[O:23])[cH:11][cH:12][c:13]21. The reactants are CCS(=O)(=O)N1CCC(c2c[nH]c3c(C(N)=O)cc(Br)cc23)CC1, O=C([O-])[O-], CCOC(C)=O, [K+], [K+], C1COCCO1, O, O, OCc1ccc(B(O)O)s1, c1ccc(P(c2ccccc2)(c2ccccc2)[Pd](P(c2ccccc2)(c2ccccc2)c2ccccc2)(P(c2ccccc2)(c2ccccc2)c2ccccc2)P(c2ccccc2)(c2ccccc2)c2ccccc2)cc1. The product is CCS(=O)(=O)N1CCC(c2c[nH]c3c(C(N)=O)cc(-c4ccc(CO)s4)cc23)CC1. Reaction SMILES: [Br:1][c:2]1[cH:3][c:4]2[c:5]([CH:14]3[CH2:15][CH2:16][N:17]([S:20](=[O:21])(=[O:22])[CH2:23][CH3:24])[CH2:18][CH2:19]3)[cH:6][nH:7][c:8]2[c:9]([C:11](=[O:12])[NH2:13])[cH:10]1.[C:35](=[O:36])([O-:37])[O-:38].[CH3:41][CH2:42][O:43][C:44]([CH3:45])=[O:46].[K+:39].[K+:40].[O:48]1[CH2:49][CH2:50][O:51][CH2:52][CH2:53]1.[OH2:47].[OH2:54].[OH:25][CH2:26][c:27]1[cH:28][cH:29][c:30]([B:32]([OH:33])[OH:34])[s:31]1.[cH:55]1[cH:56][cH:57][c:58]([P:59]([Pd:60]([P:61]([c:62]2[cH:63][cH:64][cH:65][cH:66][cH:67]2)([c:68]2[cH:69][cH:70][cH:71][cH:72][cH:73]2)[c:74]2[cH:75][cH:76][cH:77][cH:78][cH:79]2)([P:80]([c:81]2[cH:82][cH:83][cH:84][cH:85][cH:86]2)([c:87]2[cH:88][cH:89][cH:90][cH:91][cH:92]2)[c:93]2[cH:94][cH:95][cH:96][cH:97][cH:98]2)[P:99]([c:100]2[cH:101][cH:102][cH:103][cH:104][cH:105]2)([c:106]2[cH:107][cH:108][cH:109][cH:110][cH:111]2)[c:112]2[cH:113][cH:114][cH:115][cH:116][cH:117]2)([c:118]2[cH:119][cH:120][cH:121][cH:122][cH:123]2)[c:124]2[cH:125][cH:126][cH:127][cH:128][cH:129]2)[cH:130][cH:131]1>>[c:2]1(-[c:30]2[cH:29][cH:28][c:27]([CH2:26][OH:25])[s:31]2)[cH:3][c:4]2[c:5]([CH:14]3[CH2:15][CH2:16][N:17]([S:20](=[O:21])(=[O:22])[CH2:23][CH3:24])[CH2:18][CH2:19]3)[cH:6][nH:7][c:8]2[c:9]([C:11](=[O:12])[NH2:13])[cH:10]1.